This data is from the Open Reaction Database (ORD), a public repository of structured organic reaction records. The task is: describe an organic reaction: reactants, conditions, products, and yield Reactants: CCOC(=O)c1ccccc1N, CS(C)=O, CO, CCOC(C)=O, Cl, [H-], [Na+], c1ccccc1. Product: CS(=O)CC(=O)c1ccccc1N. Reaction SMILES: [C:1]([c:2]1[c:3]([NH2:4])[cH:5][cH:6][cH:7][cH:8]1)([O:10][CH2:9][CH3:11])=[O:12].[CH3:15][S:16](=[O:17])[CH3:18].[CH3:26][OH:27].[CH3:28][CH2:29][O:30][C:31]([CH3:32])=[O:33].[ClH:19].[H-:13].[Na+:14].[cH:20]1[cH:21][cH:22][cH:23][cH:24][cH:25]1>>[C:1]([c:2]1[c:3]([NH2:4])[cH:5][cH:6][cH:7][cH:8]1)(=[O:10])[CH2:15][S:16](=[O:17])[CH3:18]. Starting materials: N(=NC(=O)OCC)C(=O)OCC (diethyl azodicarboxylate), OC1CCN(CC1)C(=O)OC(C)(C)C (tert-butyl 4-hydroxy-1-piperidinecarboxylate), C1(=CC=CC=C1)P(C1=CC=CC=C1)C1=CC=CC=C1 (triphenylphosphine), N1N=CC2=CC(=CC=C12)O (1H-indazol-5-ol). Run in O1CCCC1 (tetrahydrofuran). Conditions: time 4 hour. The product is N1N=CC2=CC(=CC=C12)OC1CCN(CC1)C(=O)OC(C)(C)C (tert-butyl 4-(1H-indazol-5-yloxy)-1-piperidinecarboxylate). Yield: 24.3%. Reaction SMILES: [NH:1]1[C:9]2[C:4](=[CH:5][C:6]([OH:10])=[CH:7][CH:8]=2)[CH:3]=[N:2]1.O[CH:12]1[CH2:17][CH2:16][N:15]([C:18]([O:20][C:21]([CH3:24])([CH3:23])[CH3:22])=[O:19])[CH2:14][CH2:13]1.C1(P(C2C=CC=CC=2)C2C=CC=CC=2)C=CC=CC=1.N(C(OCC)=O)=NC(OCC)=O>O1CCCC1>[NH:1]1[C:9]2[C:4](=[CH:5][C:6]([O:10][CH:12]3[CH2:17][CH2:16][N:15]([C:18]([O:20][C:21]([CH3:24])([CH3:23])[CH3:22])=[O:19])[CH2:14][CH2:13]3)=[CH:7][CH:8]=2)[CH:3]=[N:2]1. Reported procedure: To a suspension of 1H-indazol-5-ol (134 mg, 0.999 mmol) in tetrahydrofuran (4 ml) were added tert-butyl 4-hydroxy-1-piperidinecarboxylate (201 mg, 0.999 mmol) and triphenylphosphine (262 mg, 0.999 mmol) at room temperature, followed by adding thereto diethyl azodicarboxylate (0.46 ml, 1.01 mmol) at 0° C., and the resulting mixture was stirred at 0° C. for 30 minutes and then at room temperature for 4 hours. Subsequently, the solvent of the reaction mixture was distilled off under reduced pressur... Reactants: BrC=1C=CC(=C(C1)[C@@]1(CS(C(C(N1)=S)(C)C)(=O)=O)C)F ((R)-5-(5-bromo-2-fluoro-phenyl)-2,2,5-trimethyl-1,1-dioxo-1λ6-thiomorpholin-3-thione), N (ammonia). Run at temperature 60 celsius, time 20 hour. Yields the product BrC=1C=CC(=C(C1)[C@]1(N=C(C(S(C1)(=O)=O)(C)C)N)C)F ((R)-5-(5-bromo-2-fluoro-phenyl)-2,2,5-trimethyl-1,1-dioxo-1,2,5,6-tetrahydro-1λ6-[1,4]thiazin-3-ylamine). Isolated yield 81.6%. RXN SMILES: [Br:1][C:2]1[CH:3]=[CH:4][C:5]([F:20])=[C:6]([C@@:8]2([CH3:19])[NH:13][C:12](=S)[C:11]([CH3:16])([CH3:15])[S:10](=[O:18])(=[O:17])[CH2:9]2)[CH:7]=1.[NH3:21]>>[Br:1][C:2]1[CH:3]=[CH:4][C:5]([F:20])=[C:6]([C@:8]2([CH3:19])[CH2:9][S:10](=[O:18])(=[O:17])[C:11]([CH3:16])([CH3:15])[C:12]([NH2:21])=[N:13]2)[CH:7]=1. Reported procedure: A mixture of (R)-5-(5-bromo-2-fluoro-phenyl)-2,2,5-trimethyl-1,1-dioxo-1λ6-thiomorpholin-3-thione (1.28 g, 3.37 mmol, Eq: 1.00) and ammonia (7 N in MeOH) (38.5 ml, 269 mmol, Eq: 80) was stirred in a sealed tube for 20 hours at 60° C. Extracted with ethyl acetate/sat. NaHCO3-sol., dried the organic layer over Na2SO4, filtered and evaporated. The residue was chromatographed with ethyl acetate to give (R)-5-(5-bromo-2-fluoro-phenyl)-2,2,5-trimethyl-1,1-dioxo-1,2,5,6-tetrahydro-1λ6-[1,4]thiazin-3-yl... Starting materials: CC1(OB(OC1(C)C)C1=CCC2(OCCO2)CC1)C (8-(4,4,5,5-tetramethyl-1,3,2-dioxaborolan-2-yl)-1,4-dioxaspiro[4.5]dec-7-ene), BrC1=NC=C(C=C1)[N+](=O)[O-] (2-bromo-5-nitropyridine), C(Cl)Cl (DCM). The reagents and catalysts are C1(=CC=CC=C1)P(C1=CC=CC=C1)C1=CC=CC=C1.C1(=CC=CC=C1)P(C1=CC=CC=C1)C1=CC=CC=C1.C1(=CC=CC=C1)P(C1=CC=CC=C1)C1=CC=CC=C1.C1(=CC=CC=C1)P(C1=CC=CC=C1)C1=CC=CC=C1.[Pd] (palladium tetrakis(triphenylphosphine)). The solvent is COCCOC (DME). Conditions: temperature 80 celsius, time 5 minute. The product is O1CCOC12CC=C(CC2)C2=NC=C(C=C2)[N+](=O)[O-] (2-(1,4-Dioxaspiro[4.5]dec-7-en-8-yl)-5-nitropyridine). As a reaction SMILES: CC1(C)C(C)(C)OB([C:9]2[CH2:18][CH2:17][C:12]3([O:16][CH2:15][CH2:14][O:13]3)[CH2:11][CH:10]=2)O1.Br[C:21]1[CH:26]=[CH:25][C:24]([N+:27]([O-:29])=[O:28])=[CH:23][N:22]=1.C(Cl)Cl>COCCOC.C1(P(C2C=CC=CC=2)C2C=CC=CC=2)C=CC=CC=1.C1(P(C2C=CC=CC=2)C2C=CC=CC=2)C=CC=CC=1.C1(P(C2C=CC=CC=2)C2C=CC=CC=2)C=CC=CC=1.C1(P(C2C=CC=CC=2)C2C=CC=CC=2)C=CC=CC=1.[Pd]>[O:13]1[C:12]2([CH2:17][CH2:18][C:9]([C:21]3[CH:26]=[CH:25][C:24]([N+:27]([O-:29])=[O:28])=[CH:23][N:22]=3)=[CH:10][CH2:11]2)[O:16][CH2:15][CH2:14]1 |f:4.5.6.7.8|. Reported procedure: A stirred solution of 8-(4,4,5,5-tetramethyl-1,3,2-dioxaborolan-2-yl)-1,4-dioxaspiro[4.5]dec-7-ene prepared as above (8.40 g, 31.56 mmol), 2-bromo-5-nitropyridine (6.0 g, 29.55 mmol) in DME (200 mL), degassed 2M potassium carbonate (40 mL) was added palladium tetrakis(triphenylphosphine) (Pd(PPh3)4; 1.8 g, 1.58 mmol). The reaction mixture was evacuated with nitrogen (3 cycles) and allowed to stir under vacuum for 5 minutes, then heated to 80° C. overnight. The reaction mixture was allowed to coo... Reactants: NC=1C=CC(=C(C1)[C@]1(N=C(COCC1(F)F)N)C)F ((R)-5-(5-amino-2-fluorophenyl)-6,6-difluoro-5-methyl-2,5,6,7-tetrahydro-1,4-oxazepin-3-amine), C(C)OCC=1C=CC(=NC1)C(=O)O (5-ethoxymethyl-pyridine-2-carboxylic acid), C(C)(C)OC(C)C (isopropyl ether). Yields the product C(=O)O.NC=1COCC([C@@](N1)(C)C=1C=C(C=CC1F)NC(C1=NC=C(C=C1)COCC)=O)(F)F ((R)-N-(3-(3-amino-6,6-difluoro-5-methyl-2,5,6,7-tetrahydro-1,4-oxazepin-5-yl)-4-fluorophenyl)-5-(ethoxymethyl)picolinamide formate). Reaction SMILES: [NH2:1][C:2]1[CH:3]=[CH:4][C:5]([F:19])=[C:6]([C@:8]2([CH3:18])[C:14]([F:16])([F:15])[CH2:13][O:12][CH2:11][C:10]([NH2:17])=[N:9]2)[CH:7]=1.[CH2:20]([O:22][CH2:23][C:24]1[CH:25]=[CH:26][C:27]([C:30]([OH:32])=[O:31])=[N:28][CH:29]=1)[CH3:21].C(OC(C)C)(C)C>>[CH:30]([OH:32])=[O:31].[NH2:17][C:10]1[CH2:11][O:12][CH2:13][C:14]([F:15])([F:16])[C@:8]([C:6]2[CH:7]=[C:2]([NH:1][C:30](=[O:31])[C:27]3[CH:26]=[CH:25][C:24]([CH2:23][O:22][CH2:20][CH3:21])=[CH:29][N:28]=3)[CH:3]=[CH:4][C:5]=2[F:19])([CH3:18])[N:9]=1 |f:3.4|. Procedure details: The coupling of (R)-5-(5-amino-2-fluorophenyl)-6,6-difluoro-5-methyl-2,5,6,7-tetrahydro-1,4-oxazepin-3-amine (intermediate A10A) and 5-ethoxymethyl-pyridine-2-carboxylic acid (which might be prepared in analogy to the isopropyl ether described by Robert M. et al., Int. Patent Application Publ. No. WO2005007658) yielded the title compound as a white solid. MS (ISP): m/z=437.2 [M+H]+. Reactants: C[O-], CO, CCOC(=O)C(N)CCc1ccccc1N, [Na+]. The product is NC1CCc2ccccc2NC1=O. RXN SMILES: [CH3:17][O-:18].[CH3:20][OH:21].[NH2:1][CH:2]([C:3](=[O:4])[O:5][CH2:6][CH3:7])[CH2:8][CH2:9][c:10]1[c:11]([NH2:16])[cH:12][cH:13][cH:14][cH:15]1.[Na+:19]>>[NH2:1][CH:2]1[C:3](=[O:4])[NH:16][c:11]2[c:10]([cH:15][cH:14][cH:13][cH:12]2)[CH2:9][CH2:8]1. The reactants are C(C)(=O)N[C@H]1[C@H](O[C@@H]([C@@H]([C@@H]1OC(C)=O)OC(C)=O)COC(C)=O)N(C(CCCCCN)=O)C(=O)OCC1=CC=CC=C1 (2-acetamido-1-(N-CBZ-6-aminohexanamido)-3,4,6-tri-O-acetyl-1,2-dideoxy-a-D-galactopyranose), C[O-].[Na+] (sodium methoxide). The solvent is CO (methanol), C[O-].[Na+].CO (sodium methoxide methanol). Yields the product C(C)(=O)N[C@H]1[C@H](O[C@@H]([C@@H]([C@@H]1O)O)CO)N(C(CCCCCN)=O)C(=O)OCC1=CC=CC=C1 (2-acetamido-1-(N-CBZ-6-aminohexanamido)-1,2-dideoxy-a-D-galactopyranose). RXN SMILES: [C:1]([NH:4][C@@H:5]1[C@@H:10]([O:11]C(=O)C)[C@@H:9]([O:15]C(=O)C)[C@@H:8]([CH2:19][O:20]C(=O)C)[O:7][C@@H:6]1[N:24]([C:33]([O:35][CH2:36][C:37]1[CH:42]=[CH:41][CH:40]=[CH:39][CH:38]=1)=[O:34])[C:25](=[O:32])[CH2:26][CH2:27][CH2:28][CH2:29][CH2:30][NH2:31])(=[O:3])[CH3:2].C[O-].[Na+]>CO.C[O-].[Na+].CO>[C:1]([NH:4][C@@H:5]1[C@@H:10]([OH:11])[C@@H:9]([OH:15])[C@@H:8]([CH2:19][OH:20])[O:7][C@@H:6]1[N:24]([C:33]([O:35][CH2:36][C:37]1[CH:42]=[CH:41][CH:40]=[CH:39][CH:38]=1)=[O:34])[C:25](=[O:32])[CH2:26][CH2:27][CH2:28][CH2:29][CH2:30][NH2:31])(=[O:3])[CH3:2] |f:1.2,4.5.6|. Procedure: Compound 49 (1.4 g) was dissolved in methanol to which sodium methoxide-methanol solution was added dropwise to pH 11.0 and stirred at room temperature. The pH was adjusted to 11.0 with fresh sodium methoxide solution several times until the pH was stable (approximately 1 hr). The reaction mixture was acidified with Dowex-H type resin and the resin was removed from the solution by filtration. The solvent was removed from the filtrate under vacuum to give 2-acetamido-1-(N-CBZ-6-aminohexanamido)-1... The reactants are N[C@@H](C)C1=NN2C(C(N1C1=CC=CC=C1)=O)=C(C=C2)SC2=C(C=CC=C2)O ((S)-2-(1-Aminoethyl)-5-((2-hydroxyphenyl)thio)-3-phenylpyrrolo[2,1-f][1,2,4]triazin-4(3H)-one), NC1=NC=NC(=C1C#N)Cl (4-amino-6-chloropyrimidine-5-carbonitrile), C(C)(C)N(C(C)C)CC (N,N-diisopropylethylamine). The solvent is C(C)(C)(C)O (tert-butanol). The product is NC1=NC=NC(=C1C#N)N[C@@H](C)C1=NN2C(C(N1C1=CC=CC=C1)=O)=C(C=C2)SC2=C(C=CC=C2)O ((S)-4-Amino-6-((1-(5-((2-hydroxyphenyl)thio)-4-oxo-3-phenyl-3,4-dihydropyrrolo[2,1-f][1,2,4]triazin-2-yl)ethyl)amino)pyrimidine-5-carbonitrile). Isolated yield 38.6%. RXN SMILES: [NH2:1][C@H:2]([C:4]1[N:9]([C:10]2[CH:15]=[CH:14][CH:13]=[CH:12][CH:11]=2)[C:8](=[O:16])[C:7]2=[C:17]([S:20][C:21]3[CH:26]=[CH:25][CH:24]=[CH:23][C:22]=3[OH:27])[CH:18]=[CH:19][N:6]2[N:5]=1)[CH3:3].[NH2:28][C:29]1[C:34]([C:35]#[N:36])=[C:33](Cl)[N:32]=[CH:31][N:30]=1.C(N(CC)C(C)C)(C)C>C(O)(C)(C)C>[NH2:28][C:29]1[C:34]([C:35]#[N:36])=[C:33]([NH:1][C@H:2]([C:4]2[N:9]([C:10]3[CH:15]=[CH:14][CH:13]=[CH:12][CH:11]=3)[C:8](=[O:16])[C:7]3=[C:17]([S:20][C:21]4[CH:26]=[CH:25][CH:24]=[CH:23][C:22]=4[OH:27])[CH:18]=[CH:19][N:6]3[N:5]=2)[CH3:3])[N:32]=[CH:31][N:30]=1. Procedure details: (S)-2-(1-Aminoethyl)-5-((2-hydroxyphenyl)thio)-3-phenylpyrrolo[2,1-f][1,2,4]triazin-4(3H)-one (183 mg, 0.36 mmol) was treated with 4-amino-6-chloropyrimidine-5-carbonitrile (84 mg, 0.54 mmol), and N,N-diisopropylethylamine (380 μl, 2.18 mmol) in tert-butanol according to the method described in Example 17. The crude was purified by reverse phase using SP1® Purification System to give 69 mg (38% yield) of the title compound as a white solid. Purity 100%. As a reaction SMILES: [C:1]([O:2][C:3](=[O:4])[NH:7][CH:8]([C:9](=[O:10])[N:11]1[CH:12]([CH3:17])[CH2:13][O:14][CH2:15][CH2:16]1)[CH2:18][NH:19][C:20](=[O:21])[c:22]1[s:23][c:24]([Cl:27])[cH:25][cH:26]1)([CH3:5])([CH3:6])[CH3:28].[Cl:30][CH2:31][Cl:32].[OH2:29]>>[NH2:7][CH:8]([C:9](=[O:10])[N:11]1[CH:12]([CH3:17])[CH2:13][O:14][CH2:15][CH2:16]1)[CH2:18][NH:19][C:20](=[O:21])[c:22]1[s:23][c:24]([Cl:27])[cH:25][cH:26]1. Yields the product CC1COCCN1C(=O)C(N)CNC(=O)c1ccc(Cl)s1. The reactants are CC1COCCN1C(=O)C(CNC(=O)c1ccc(Cl)s1)NC(=O)OC(C)(C)C, ClCCl, O. Starting materials: C#CCO, COC(=O)c1ccc(F)c(F)c1Nc1ccc(I)cc1F. Product: COC(=O)c1ccc(F)c(F)c1Nc1ccc(C#CCO)cc1F. Reaction SMILES: [CH2:1]([C:2]#[CH:3])[OH:4].[F:5][c:6]1[c:7]([NH:17][c:18]2[c:19]([F:25])[cH:20][c:21]([I:24])[cH:22][cH:23]2)[c:8]([C:9](=[O:10])[O:11][CH3:12])[cH:13][cH:14][c:15]1[F:16]>>[CH2:1]([C:2]#[C:3][c:21]1[cH:20][c:19]([F:25])[c:18]([NH:17][c:7]2[c:6]([F:5])[c:15]([F:16])[cH:14][cH:13][c:8]2[C:9](=[O:10])[O:11][CH3:12])[cH:23][cH:22]1)[OH:4].